From a dataset of the Open Reaction Database (ORD), a public repository of structured organic reaction records. describe an organic reaction: reactants, conditions, products, and yield Reactants: Cc1ccccc1, CC#N, CO, ClCCl, O=C(O)C(F)(F)F, CC(C)(C)OC(=O)N1C(Cc2ccc(NC(=O)Cc3csc(N)n3)c(Br)c2)CCC1C(O)c1ccccc1, O. The product is Nc1nc(CC(=O)Nc2ccc(CC3CCC(C(O)c4ccccc4)N3)cc2Br)cs1. Reaction SMILES: [CH3:46][c:47]1[cH:48][cH:49][cH:50][cH:51][cH:52]1.[CH3:56][C:57]#[N:58].[CH3:60][OH:61].[Cl:53][CH2:54][Cl:55].[F:39][C:40]([F:41])([F:42])[C:43]([OH:44])=[O:45].[NH2:1][c:2]1[s:3][cH:4][c:5]([CH2:7][C:8](=[O:9])[NH:10][c:11]2[c:12]([Br:38])[cH:13][c:14]([CH2:15][CH:16]3[N:17]([C:29]([O:30][C:31]([CH3:32])([CH3:33])[CH3:34])=[O:35])[CH:18]([CH:21]([c:22]4[cH:23][cH:24][cH:25][cH:26][cH:27]4)[OH:28])[CH2:19][CH2:20]3)[cH:36][cH:37]2)[n:6]1.[OH2:59]>>[NH2:1][c:2]1[s:3][cH:4][c:5]([CH2:7][C:8](=[O:9])[NH:10][c:11]2[c:12]([Br:38])[cH:13][c:14]([CH2:15][CH:16]3[NH:17][CH:18]([CH:21]([c:22]4[cH:23][cH:24][cH:25][cH:26][cH:27]4)[OH:28])[CH2:19][CH2:20]3)[cH:36][cH:37]2)[n:6]1.